Dataset: the Open Reaction Database (ORD), a public repository of structured organic reaction records. Task: describe an organic reaction: reactants, conditions, products, and yield Reactants: NC=1C=C(CN2N=NC3=C2N=C(N=C3C=3OC=CC3)N)C=CC1 (3-(3-aminobenzyl)-7-(2-furyl)-3H-[1,2,3]triazolo[4,5-d]pyrimidine-5-amine), 4A, FC1=CC=C(C=O)C=C1 (4-fluorobenzaldehyde), C(C)(=O)O[BH-](OC(C)=O)OC(C)=O.[Na+] (sodium triacetoxyborohydride), C(C)(=O)O (acetic acid). Solvent: C1CCOC1 (THF). Conditions: temperature 40 celsius, time 15 minute. The product is FC1=CC=C(CNC=2C=C(CN3N=NC4=C3N=C(N=C4C=4OC=CC4)N)C=CC2)C=C1 (3-(3-(4-Fluorobenzylamino)benzyl)-7-(2-furyl)-3H-[1,2,3]triazolo[4,5-d]pyrimidine-5-amine). The yield is 39.0%. RXN SMILES: [NH2:1][C:2]1[CH:3]=[C:4]([CH:21]=[CH:22][CH:23]=1)[CH2:5][N:6]1[C:10]2[N:11]=[C:12]([NH2:20])[N:13]=[C:14]([C:15]3[O:16][CH:17]=[CH:18][CH:19]=3)[C:9]=2[N:8]=[N:7]1.[F:24][C:25]1[CH:32]=[CH:31][C:28]([CH:29]=O)=[CH:27][CH:26]=1.C(O[BH-](OC(=O)C)OC(=O)C)(=O)C.[Na+].C(O)(=O)C>C1COCC1>[F:24][C:25]1[CH:32]=[CH:31][C:28]([CH2:29][NH:1][C:2]2[CH:3]=[C:4]([CH:21]=[CH:22][CH:23]=2)[CH2:5][N:6]2[C:10]3[N:11]=[C:12]([NH2:20])[N:13]=[C:14]([C:15]4[O:16][CH:17]=[CH:18][CH:19]=4)[C:9]=3[N:8]=[N:7]2)=[CH:27][CH:26]=1 |f:2.3|. Reported procedure: A suspension of 3-(3-aminobenzyl)-7-(2-furyl)-3H-[1,2,3]triazolo[4,5-d]pyrimidine-5-amine (200 mg, 0.65 mmol) and 4A molecular sieves in THF (10 mL) was treated with 4-fluorobenzaldehyde (0.04 mL, 0.37 mmol), heated to 40° C. for 3 h, cooled to room temperature, treated sodium triacetoxyborohydride (400 mg, 1.89 mmol) and acetic acid (0.1 mL) and stirred for 15 minutes. The reaction was quenched by addition of sat. NaHCO3 (5 mL), extracted with EtOAc (2×5 mL) and the combined organic phase dried... Reaction SMILES: [OH:1][C:2]1[CH:7]=[CH:6][C:5]([C:8]2[CH:13]=[CH:12][C:11]([C:14]([O:16][CH3:17])=[O:15])=[CH:10][CH:9]=2)=[CH:4][C:3]=1[N+:18]([O-:20])=[O:19].[CH3:21][C@@H:22](O)[CH2:23][CH2:24][CH2:25][CH2:26][CH2:27][CH3:28].[N+](C1C=CC=CC=1O)([O-])=O>>[CH3:21][C@H:22]([O:1][C:2]1[CH:7]=[CH:6][C:5]([C:8]2[CH:9]=[CH:10][C:11]([C:14]([O:16][CH3:17])=[O:15])=[CH:12][CH:13]=2)=[CH:4][C:3]=1[N+:18]([O-:20])=[O:19])[CH2:23][CH2:24][CH2:25][CH2:26][CH2:27][CH3:28]. The reactants are [N+](=O)([O-])C1=C(C=CC=C1)O (o-nitrophenol), OC1=C(C=C(C=C1)C1=CC=C(C=C1)C(=O)OC)[N+](=O)[O-] (Methyl 4'-hydroxy-3'-nitro-4-biphenylcarboxylate), C[C@H](CCCCCC)O ((R)-2-octanol). The product is C[C@@H](CCCCCC)OC1=C(C=C(C=C1)C1=CC=C(C=C1)C(=O)OC)[N+](=O)[O-] ((S)-methyl 4'-(1-methylheptyloxy)-3'-nitro-4-biphenylcarboxylate), hexanes ethyl acetate. Reported procedure: Methyl 4'-hydroxy-3'-nitro-4-biphenylcarboxylate was coupled with (R)-2-octanol using the same procedure as that given for alkylation of phenol 9, Scheme I, to give (S)-methyl 4'-(1-methylheptyloxy)-3'-nitro-4-biphenylcarboxylate (Compound 30, Scheme V, R1 =(S)--OCH(CH3)C6H13) as a slightly yellow solid after flash chromatography with hexanes/ethyl acetate [93/7]. Recrystallization from hexanes gave material with mp 69° C.; Rf [hexanes/ethyl acetate 90/10]: 0.23; 1H-NMR (300 MHz, CDCl3): δ 0.85(... The reactants are FC(C=1C=C(N)C=C(C1)C(F)(F)F)(F)F (3,5-bistrifluoromethyl aniline), [C@@H]12[C@H](CCCC1)C(=O)OC2=O (trans-cyclohexane-1,2-dicarboxylic anhydride). The product is FC(C=1C=C(C=C(C1)C(F)(F)F)NC(=O)[C@H]1[C@@H](CCCC1)C(=O)O)(F)F (Trans-2-[(3,5-bistrifluoromethyl phenyl)-aminocarbonyl]-cyclohexane carboxylic acid). Reaction SMILES: [F:1][C:2]([F:15])([F:14])[C:3]1[CH:4]=[C:5]([CH:7]=[C:8]([C:10]([F:13])([F:12])[F:11])[CH:9]=1)[NH2:6].[C@@H:16]12[C:25](=[O:26])[O:24][C:22](=[O:23])[C@H:17]1[CH2:18][CH2:19][CH2:20][CH2:21]2>>[F:1][C:2]([F:14])([F:15])[C:3]1[CH:4]=[C:5]([NH:6][C:25]([C@@H:16]2[CH2:21][CH2:20][CH2:19][CH2:18][C@H:17]2[C:22]([OH:24])=[O:23])=[O:26])[CH:7]=[C:8]([C:10]([F:11])([F:12])[F:13])[CH:9]=1. Procedure details: Using, as starting materials, 2.3 g of 3,5-bistrifluoromethyl aniline, and 1.5 g (0.01 mole) of trans-cyclohexane-1,2-dicarboxylic anhydride, the title compound was obtained in the same manner as in Example 1. The reactants are C(C1=CC=CC=C1)(C1=CC=CC=C1)(C1=CC=CC=C1)N1C=NC(=C1)CCC=CC(=O)OCC (ethyl 5-(1-tritylimidazol-4-yl)-1-pent-2-enoate). Reagents/catalysts: [Pd] (palladium on charcoal). Solvent: C(C)O (ethanol). Yields the product C(C1=CC=CC=C1)(C1=CC=CC=C1)(C1=CC=CC=C1)N1C=NC(=C1)CCCCC(=O)OCC (ethyl 5-(1-tritylimidazol-4-yl)-1-pentanoate). Yield: 93.5%. As a reaction SMILES: [C:1]([N:20]1[CH:24]=[C:23]([CH2:25][CH2:26][CH:27]=[CH:28][C:29]([O:31][CH2:32][CH3:33])=[O:30])[N:22]=[CH:21]1)([C:14]1[CH:19]=[CH:18][CH:17]=[CH:16][CH:15]=1)([C:8]1[CH:13]=[CH:12][CH:11]=[CH:10][CH:9]=1)[C:2]1[CH:7]=[CH:6][CH:5]=[CH:4][CH:3]=1>C(O)C.[Pd]>[C:1]([N:20]1[CH:24]=[C:23]([CH2:25][CH2:26][CH2:27][CH2:28][C:29]([O:31][CH2:32][CH3:33])=[O:30])[N:22]=[CH:21]1)([C:14]1[CH:19]=[CH:18][CH:17]=[CH:16][CH:15]=1)([C:2]1[CH:3]=[CH:4][CH:5]=[CH:6][CH:7]=1)[C:8]1[CH:13]=[CH:12][CH:11]=[CH:10][CH:9]=1. Procedure details: A solution of 9.20 g of ethyl 5-(1-tritylimidazol-4-yl)-1-pent-2-enoate in 460 ml of anhydrous ethanol is hydrogenated with 1.88 g of 10% palladium on charcoal at atmospheric pressure for 20 min. The catalyst is removed by filtration through celite. Evaporation provides a solid which is recrystallised from hexane to yield 8.64 g of ethyl 5-(1-tritylimidazol-4-yl)-1-pentanoate, m.p. 84°-86°.